This data is from the Open Reaction Database (ORD), a public repository of structured organic reaction records. The task is: describe an organic reaction: reactants, conditions, products, and yield Starting materials: O (Water), BrC1=CC=C(C=C1)CCO (2-(4-Bromophenyl)ethanol), CI (methyl iodide), [H-].[Na+] (sodium hydride). Solvent: CN(C=O)C (N,N-dimethylformamide). Conditions: time 2 hour. Yields the product BrC1=CC=C(C=C1)CCOC (1-bromo-4-(2-methoxyethyl)benzene). Isolated yield 56.1%. As a reaction SMILES: [Br:1][C:2]1[CH:7]=[CH:6][C:5]([CH2:8][CH2:9][OH:10])=[CH:4][CH:3]=1.[H-].[Na+].[CH3:13]I.O>CN(C)C=O>[Br:1][C:2]1[CH:7]=[CH:6][C:5]([CH2:8][CH2:9][O:10][CH3:13])=[CH:4][CH:3]=1 |f:1.2|. Procedure: 2-(4-Bromophenyl)ethanol (2.0 g) was dissolved in N,N-dimethylformamide (50 mL), and sodium hydride (60% in oil) (0.44 g) was added under ice-cooling. After gradually warming to room temperature, the mixture was stirred for 2 hr, and methyl iodide (2.1 g) was added again under ice-cooling. After gradually warming to room temperature, the mixture was stirred overnight. Water was added to the reaction mixture, and the mixture was extracted with ethyl acetate. The organic layer was washed with satu... The reactants are CS(=O)(=O)N(C1=C(C=CC=C1)C1=CC=C2C=NC(=NN21)OS(=O)(=O)C(F)(F)F)C (Trifluoro-methanesulfonic acid 7-[2-(methanesulfonyl-methyl-amino)-phenyl]-pyrrolo[2,1-f][1,2,4]triazin-2-yl ester), COC1=C(C=CC(=C1)CN1CCOCC1)N (2-Methoxy-4-morpholin-4-ylmethyl-phenylamine), C(C)(C)N(C(C)C)CC (N,N-Diisopropylethylamine), COCC(C)O (1-Methoxy-2-propanol). Reaction conditions: temperature 120 celsius. Yields the product COC1=C(C=CC(=C1)CN1CCOCC1)NC1=NN2C(C=N1)=CC=C2C2=C(C=CC=C2)N(S(=O)(=O)C)C (N-{2-[2-(2-Methoxy-4-morpholin-4-ylmethyl-phenylamino)-pyrrolo[2,1-f][1,2,4]triazin-7-yl]-phenyl}-N-methyl-methanesulfonamide). Yield: 45.1%. As a reaction SMILES: [CH3:1][S:2]([N:5]([CH3:29])[C:6]1[CH:11]=[CH:10][CH:9]=[CH:8][C:7]=1[C:12]1[N:20]2[C:15]([CH:16]=[N:17][C:18](OS(C(F)(F)F)(=O)=O)=[N:19]2)=[CH:14][CH:13]=1)(=[O:4])=[O:3].[CH3:30][O:31][C:32]1[CH:37]=[C:36]([CH2:38][N:39]2[CH2:44][CH2:43][O:42][CH2:41][CH2:40]2)[CH:35]=[CH:34][C:33]=1[NH2:45].C(N(CC)C(C)C)(C)C.COCC(O)C>>[CH3:30][O:31][C:32]1[CH:37]=[C:36]([CH2:38][N:39]2[CH2:40][CH2:41][O:42][CH2:43][CH2:44]2)[CH:35]=[CH:34][C:33]=1[NH:45][C:18]1[N:17]=[CH:16][C:15]2=[CH:14][CH:13]=[C:12]([C:7]3[CH:8]=[CH:9][CH:10]=[CH:11][C:6]=3[N:5]([CH3:29])[S:2]([CH3:1])(=[O:4])=[O:3])[N:20]2[N:19]=1. Reported procedure: Into an 8-dram vial, Trifluoro-methanesulfonic acid 7-[2-(methanesulfonyl-methyl-amino)-phenyl]-pyrrolo[2,1-f][1,2,4]triazin-2-yl ester (88.0 mg, 0.195 mmol), 2-Methoxy-4-morpholin-4-ylmethyl-phenylamine (0.174 g, 0.782 mmol), N,N-Diisopropylethylamine (0.136 mL, 0.782 mmol), and 1-Methoxy-2-propanol (0.880 mL, 9.00 mmol) were added. The reaction mixture was heated at 120° C. for 4 hours. The solvent was removed under vacuum. The reaction mixture was purified via HPLC reverse phase chromatograph... Reaction SMILES: [Cl-].[CH3:2][O:3][C:4]1[CH:29]=[C:28]([CH3:30])[C:7]([CH2:8][P+](C2C=CC=CC=2)(C2C=CC=CC=2)C2C=CC=CC=2)=[C:6]([CH3:31])[C:5]=1[CH2:32][CH3:33].[CH2:34]([O:36][C:37](=[O:48])[CH:38]=[C:39]([CH3:47])[CH:40]=[CH:41][CH:42]=[C:43]([CH:45]=O)[CH3:44])[CH3:35]>>[CH2:34]([O:36][C:37](=[O:48])[CH:38]=[C:39]([CH3:47])[CH:40]=[CH:41][CH:42]=[C:43]([CH3:45])[CH:44]=[CH:8][C:7]1[C:28]([CH3:30])=[CH:29][C:4]([O:3][CH3:2])=[C:5]([CH2:32][CH3:33])[C:6]=1[CH3:31])[CH3:35] |f:0.1|. Reactants: [Cl-].COC1=C(C(=C(C[P+](C2=CC=CC=C2)(C2=CC=CC=C2)C2=CC=CC=C2)C(=C1)C)C)CC (4-methoxy-2,6-dimethyl-3-ethyl-benzyl-triphenyl-phosphonium chloride), C(C)OC(C=C(C=CC=C(C)C=O)C)=O (7-formyl-3-methyl-octa-2,4,6-trien-1-oic acid ethyl ester). Reported procedure: 4-methoxy-2,6-dimethyl-3-ethyl-benzyl-triphenyl-phosphonium chloride is condensed with 7-formyl-3-methyl-octa-2,4,6-trien-1-oic acid ethyl ester to produce 9-(4-methoxy-2,6-dimethyl-3-ethyl-phenyl)-3,7-dimethyl-nona-2,4,6,8-tetraen-1-oic acid ethyl ester which is converted by the procedure of Example 7 to form 9-(4-methoxy-2,6-dimethyl-3-ethyl-phenyl)-3,7-dimethyl-nona-2,4,6,8-tetraen-1-oic acid, m.p.: 197°-198° C. Yields the product C(C)OC(C=C(C=CC=C(C=CC1=C(C(=C(C=C1C)OC)CC)C)C)C)=O (9-(4-methoxy-2,6-dimethyl-3-ethyl-phenyl)-3,7-dimethyl-nona-2,4,6,8-tetraen-1-oic acid ethyl ester). The reactants are N1=CC(=C(C=C1)C(=O)O)C(=O)O (3,4-pyridine dicarboxylic acid). Run in C(C)(=O)OC(C)=O (acetic anhydride). Reaction conditions: temperature 70 celsius. The product is N1=CC2=C(C=C1)C(=O)OC2=O (3,4-pyridine dicarboxylic acid anhydride). Yield: 76.2%. RXN SMILES: [N:1]1[CH:6]=[CH:5][C:4]([C:7]([OH:9])=O)=[C:3]([C:10]([OH:12])=[O:11])[CH:2]=1>C(OC(=O)C)(=O)C>[N:1]1[CH:6]=[CH:5][C:4]2[C:7]([O:12][C:10](=[O:11])[C:3]=2[CH:2]=1)=[O:9]. Reported procedure: Under nitrogen atmosphere a suspension of a 97% pure 3,4-pyridine dicarboxylic acid (152 g, 0.88 mol) in acetic anhydride (450 mL) was heated to reflux and a complete solution was obtained. Once refluxing temperature was reached, solvent was removed by distillation at atmospheric pressure (about 400 mL were collected) over a period of about 1 hour. Vapors temperature was observed to increase from about 132° C. to 140° C. and distillation was stopped when internal temperature reached 150°-155° C.... Starting materials: CC(C)(C)OC(=O)NC1CCC(N)CC1, ClCCl, O=C(Cl)Oc1ccccc1, ClCCl, c1ccncc1. Yields the product CC(C)(C)OC(=O)NC1CCC(NC(=O)Oc2ccccc2)CC1. As a reaction SMILES: [C:20]([CH3:21])([CH3:22])([CH3:23])[O:24][C:25]([NH:26][CH:27]1[CH2:28][CH2:29][CH:30]([NH2:33])[CH2:31][CH2:32]1)=[O:34].[Cl:17][CH2:18][Cl:19].[Cl:1][C:2](=[O:3])[O:4][c:5]1[cH:6][cH:7][cH:8][cH:9][cH:10]1.[Cl:35][CH2:36][Cl:37].[cH:11]1[cH:12][cH:13][n:14][cH:15][cH:16]1>>[C:2](=[O:3])([O:4][c:5]1[cH:6][cH:7][cH:8][cH:9][cH:10]1)[NH:33][CH:30]1[CH2:29][CH2:28][CH:27]([NH:26][C:25]([O:24][C:20]([CH3:21])([CH3:22])[CH3:23])=[O:34])[CH2:32][CH2:31]1. Reactants: CCCCCn1c2nc(-c3nccs3)n(Cc3ccc(OC)cc3)c2c(=O)n2c(C)nnc12, O=C(O)C(F)(F)F. Yields the product CCCCCn1c2nc(-c3nccs3)[nH]c2c(=O)n2c(C)nnc12. As a reaction SMILES: [CH3:1][O:2][c:3]1[cH:4][cH:5][c:6]([CH2:7][n:8]2[c:9](-[c:27]3[s:28][cH:29][cH:30][n:31]3)[n:10][c:11]3[n:12]([CH2:22][CH2:23][CH2:24][CH2:25][CH3:26])[c:13]4[n:14]([c:15](=[O:17])[c:16]23)[c:18]([CH3:21])[n:19][n:20]4)[cH:32][cH:33]1.[OH:34][C:35]([C:36]([F:37])([F:38])[F:39])=[O:40]>>[nH:8]1[c:9](-[c:27]2[s:28][cH:29][cH:30][n:31]2)[n:10][c:11]2[n:12]([CH2:22][CH2:23][CH2:24][CH2:25][CH3:26])[c:13]3[n:14]([c:15](=[O:17])[c:16]12)[c:18]([CH3:21])[n:19][n:20]3. Starting materials: CCCCCCCCCCCOc1cccc(CCCC(CO)(CO)NC(C)=O)c1, CO, Cl, [Na+], [OH-], O. The product is CCCCCCCCCCCOc1cccc(CCCC(N)(CO)CO)c1. Reaction SMILES: [C:1](=[O:2])([CH3:3])[NH:4][C:5]([CH2:6][OH:7])([CH2:8][OH:9])[CH2:10][CH2:11][CH2:12][c:13]1[cH:14][c:15]([O:19][CH2:20][CH2:21][CH2:22][CH2:23][CH2:24][CH2:25][CH2:26][CH2:27][CH2:28][CH2:29][CH3:30])[cH:16][cH:17][cH:18]1.[CH3:35][OH:36].[ClH:34].[Na+:32].[OH-:31].[OH2:33]>>[NH2:4][C:5]([CH2:6][OH:7])([CH2:8][OH:9])[CH2:10][CH2:11][CH2:12][c:13]1[cH:14][c:15]([O:19][CH2:20][CH2:21][CH2:22][CH2:23][CH2:24][CH2:25][CH2:26][CH2:27][CH2:28][CH2:29][CH3:30])[cH:16][cH:17][cH:18]1.